From a dataset of the Open Reaction Database (ORD), a public repository of structured organic reaction records. describe an organic reaction: reactants, conditions, products, and yield Starting materials: [BH3-]C#N.[Na+] (NaBH3CN), C(C)(C)(C)OC(=O)NN=CCCCC (t-butyl-2-pentylidenhydrazincarboxylate), C(C)(=O)O (acetic acid). Solvent: C1CCOC1 (THF). Reaction conditions: temperature 0 celsius, time 24 hour. The product is C(C)(C)(C)OC(=O)NNCCCCC (t-butyl-2-pentylhydrazincarboxylate). The yield is 89.0%. Reaction SMILES: [BH3-]C#N.[Na+].C(O)(=O)C.[C:9]([O:13][C:14]([NH:16][N:17]=[CH:18][CH2:19][CH2:20][CH2:21][CH3:22])=[O:15])([CH3:12])([CH3:11])[CH3:10]>C1COCC1>[C:9]([O:13][C:14]([NH:16][NH:17][CH2:18][CH2:19][CH2:20][CH2:21][CH3:22])=[O:15])([CH3:12])([CH3:11])[CH3:10] |f:0.1|. Procedure: 6.65 g of NaBH3CN are solubilized in acetic acid (10.5 g; 175 mmoles). The solution is cooled at 0° C. and a solution in anhydrous THF (35 mL; 0.15 M) of t-butyl-2-pentylidenhydrazincarboxylate (7.00 g; 35 mmoles) prepared in example 11a is dropwise added. The reaction mixture is then let to warm to room temperature under stirring for 24 hours. The organic phase is washed with a 10% NaHCO3 solution and then extracted with chloroform. The organic phase is recovered and the solvent removed under v... The reactants are [BH4-], Cc1ccccc1-c1ccccc1C(=O)Nc1ccc(C(=O)N2CCCC(=O)c3ccccc32)cc1, CO, ClC(Cl)Cl, [Na+]. Product: Cc1ccccc1-c1ccccc1C(=O)Nc1ccc(C(=O)N2CCCC(O)c3ccccc32)cc1. RXN SMILES: [BH4-:37].[CH3:1][c:2]1[c:3](-[c:8]2[c:9]([C:10](=[O:11])[NH:12][c:13]3[cH:14][cH:15][c:16]([C:17](=[O:18])[N:19]4[CH2:20][CH2:21][CH2:22][C:23](=[O:30])[c:24]5[c:25]4[cH:26][cH:27][cH:28][cH:29]5)[cH:31][cH:32]3)[cH:33][cH:34][cH:35][cH:36]2)[cH:4][cH:5][cH:6][cH:7]1.[CH3:39][OH:40].[CH:41]([Cl:42])([Cl:43])[Cl:44].[Na+:38]>>[CH3:1][c:2]1[c:3](-[c:8]2[c:9]([C:10](=[O:11])[NH:12][c:13]3[cH:14][cH:15][c:16]([C:17](=[O:18])[N:19]4[CH2:20][CH2:21][CH2:22][CH:23]([OH:30])[c:24]5[c:25]4[cH:26][cH:27][cH:28][cH:29]5)[cH:31][cH:32]3)[cH:33][cH:34][cH:35][cH:36]2)[cH:4][cH:5][cH:6][cH:7]1. The reactants are C(=O)(C(F)(F)F)O (TFA), C(C)(C)(C)OC(N[C@@H](CO)C1=CC2=CC(=CC=C2C=C1)OC)=O ((R)-[2-hydroxy-1-(7-methoxy-naphthalen-2-yl)-ethyl]-carbamic acid tert-butyl ester). Solvent: C(Cl)Cl (methylene chloride). Yields the product N[C@@H](CO)C1=CC2=CC(=CC=C2C=C1)OC ((R)-2-Amino-2-(7-methoxy-naphthalen-2-yl)-ethanol). The yield is 99.1%. As a reaction SMILES: C(O)(C(F)(F)F)=O.C(OC(=O)[NH:14][C@H:15]([C:18]1[CH:27]=[CH:26][C:25]2[C:20](=[CH:21][C:22]([O:28][CH3:29])=[CH:23][CH:24]=2)[CH:19]=1)[CH2:16][OH:17])(C)(C)C>C(Cl)Cl>[NH2:14][C@H:15]([C:18]1[CH:27]=[CH:26][C:25]2[C:20](=[CH:21][C:22]([O:28][CH3:29])=[CH:23][CH:24]=2)[CH:19]=1)[CH2:16][OH:17]. Reported procedure: A solution of TFA (8 mL) and (R)-[2-hydroxy-1-(7-methoxy-naphthalen-2-yl)-ethyl]-carbamic acid tert-butyl ester (1.268 g) in methylene chloride (24 mL) was stirred for 2 h. After concentration, the residue was neutralized with 10 N NaOH and extracted with methylene chloride. The organic layer was washed with brine, dried over Na2SO4, and concentrated to give the title compound as a solid (860 mg). Reactants: N12CCCCCC2=NCCC1 (1,8-diazabicyclo[5.4.0]undec-7-ene), FC(C(=O)O)(F)F.ClC=1C=C(C=CC1OC(C)C)C1=NC(=NO1)C=1C(=C2CCNCC2=CC1)C (6-(5-{3-chloro-4-[(1-methylethyl)oxy]phenyl}-1,2,4-oxadiazol-3-yl)-5-methyl-1,2,3,4-tetrahydroisoquinoline trifluoroacetate), C(C=C)(=O)OCC (Ethyl acrylate). Solvent: C(C)#N (acetonitrile). Reaction conditions: temperature 70 celsius, time 0.5 hour. The product is ClC=1C=C(C=CC1OC(C)C)C1=NC(=NO1)C=1C(=C2CCN(CC2=CC1)CCC(=O)OCC)C (Ethyl 3-[6-(5-{3-chloro-4-[(1-methylethyl)oxy]phenyl}-1,2,4-oxadiazol-3-yl)-5-methyl-3,4-dihydro-2(1H)-isoquinolinyl]propanoate). Yield: 103.3%. Reaction SMILES: FC(F)(F)C(O)=O.[Cl:8][C:9]1[CH:10]=[C:11]([C:19]2[O:23][N:22]=[C:21]([C:24]3[C:25]([CH3:34])=[C:26]4[C:31](=[CH:32][CH:33]=3)[CH2:30][NH:29][CH2:28][CH2:27]4)[N:20]=2)[CH:12]=[CH:13][C:14]=1[O:15][CH:16]([CH3:18])[CH3:17].N12CCCN=C1CCCCC2.[C:46]([O:50][CH2:51][CH3:52])(=[O:49])[CH:47]=[CH2:48]>C(#N)C>[Cl:8][C:9]1[CH:10]=[C:11]([C:19]2[O:23][N:22]=[C:21]([C:24]3[C:25]([CH3:34])=[C:26]4[C:31](=[CH:32][CH:33]=3)[CH2:30][N:29]([CH2:48][CH2:47][C:46]([O:50][CH2:51][CH3:52])=[O:49])[CH2:28][CH2:27]4)[N:20]=2)[CH:12]=[CH:13][C:14]=1[O:15][CH:16]([CH3:18])[CH3:17] |f:0.1|. Reported procedure: To a suspension of 6-(5-{3-chloro-4-[(1-methylethyl)oxy]phenyl}-1,2,4-oxadiazol-3-yl)-5-methyl-1,2,3,4-tetrahydroisoquinoline trifluoroacetate (Example 10; 90 mg; 0.18 mmol) in acetonitrile (3 ml) was added 1,8-diazabicyclo[5.4.0]undec-7-ene (DBU; 0.16 ml; 1.09 mmol). Ethyl acrylate (0.03 ml; 0.27 mmol) was added to the solution and the resulting mixture stirred at 70° C. for 0.5 h. The mixture was cooled to room temperature and the solvent removed. The residue was partitioned between ethyl acet... Reactants: C(CCCCCCC)S(=O)(=O)NC1=CC=CC=2C(C3=CC=CC(=C3C(C12)=O)N)=O (1-(n-octylsulfonylamino)-8-aminoanthraquinone), C(C)C(C(CCCC)Cl)=O (1-ethylhexanoyl chloride), [N+](=O)([O-])C1=CC=CC=C1 (nitrobenzene). Solvent: CO (methanol). Product: C(CCCCCCC)S(=O)(=O)NC1=CC=CC=2C(C3=CC=CC(=C3C(C12)=O)NC(C(=O)CC)CCCC)=O (1-n-octylsulfonylamino-8-(1'-ethylhexanoylamino)anthraquinone). As a reaction SMILES: [CH2:1]([S:9]([NH:12][C:13]1[C:26]2[C:25](=[O:27])[C:24]3[C:19](=[CH:20][CH:21]=[CH:22][C:23]=3[NH2:28])[C:18](=[O:29])[C:17]=2[CH:16]=[CH:15][CH:14]=1)(=[O:11])=[O:10])[CH2:2][CH2:3][CH2:4][CH2:5][CH2:6][CH2:7][CH3:8].[CH2:30]([C:32](=[O:39])[CH:33](Cl)[CH2:34][CH2:35][CH2:36][CH3:37])[CH3:31].[N+](C1C=CC=CC=1)([O-])=O>CO>[CH2:1]([S:9]([NH:12][C:13]1[C:26]2[C:25](=[O:27])[C:24]3[C:19](=[CH:20][CH:21]=[CH:22][C:23]=3[NH:28][CH:33]([CH2:34][CH2:35][CH2:36][CH3:37])[C:32]([CH2:30][CH3:31])=[O:39])[C:18](=[O:29])[C:17]=2[CH:16]=[CH:15][CH:14]=1)(=[O:10])=[O:11])[CH2:2][CH2:3][CH2:4][CH2:5][CH2:6][CH2:7][CH3:8]. Procedure: 1-(n-octylsulfonylamino)-8-aminoanthraquinone (0.25g), 1-ethylhexanoyl chloride (0.5g) and nitrobenzene (5ml) were heated at reflux for 10 mins. After addition of methanol (10ml), the mixture was heated on a steam bath for a further 10 mins to destroy excess acid chloride. 0n evaporation of low-boiling material, the remaining liquid was diluted with toluene (100ml) and separated by chromatography on a silica gel column. Nitrobenzene eluted first, and the material eluted with a 50:50 mixture of t... Starting materials: C1N(CCC2=CC=CC=C12)C=1N=C(C=C2C1N(C(=C2C)C)CC2=CC(=CC=C2)F)C=O (7-(3,4-dihydro-1H-isoquinolin-2-yl)-1-(3-fluorobenzyl)-2,3-dimethyl-1H-pyrrolo[2,3-c]pyridin-5-carbaldehyde), Cl (hydrochloric acid). Run in C(C)(=O)OCC (ethyl acetate). The product is Cl.C1N(CCC2=CC=CC=C12)C=1N=C(C=C2C1N(C(=C2C)C)CC2=CC(=CC=C2)F)C=O (7-(3,4-dihydro-1H-isoquinolin-2-yl)-1-(3-fluorobenzyl)-2,3-dimethyl-1H-pyrrolo[2,3-c]pyridin-5-carbaldehyde hydrochloride). Reaction SMILES: [CH2:1]1[C:10]2[C:5](=[CH:6][CH:7]=[CH:8][CH:9]=2)[CH2:4][CH2:3][N:2]1[C:11]1[N:12]=[C:13]([CH:30]=[O:31])[CH:14]=[C:15]2[C:19]([CH3:20])=[C:18]([CH3:21])[N:17]([CH2:22][C:23]3[CH:28]=[CH:27][CH:26]=[C:25]([F:29])[CH:24]=3)[C:16]=12.[ClH:32]>C(OCC)(=O)C>[ClH:32].[CH2:1]1[C:10]2[C:5](=[CH:6][CH:7]=[CH:8][CH:9]=2)[CH2:4][CH2:3][N:2]1[C:11]1[N:12]=[C:13]([CH:30]=[O:31])[CH:14]=[C:15]2[C:19]([CH3:20])=[C:18]([CH3:21])[N:17]([CH2:22][C:23]3[CH:28]=[CH:27][CH:26]=[C:25]([F:29])[CH:24]=3)[C:16]=12 |f:3.4|. Procedure: A solution of 7-(3,4-dihydro-1H-isoquinolin-2-yl)-1-(3-fluorobenzyl)-2,3-dimethyl-1H-pyrrolo[2,3-c]pyridin-5-carbaldehyde prepared in Step 1 in ethyl acetate was saturated with hydrochloric acid gas and then filtered to give 20 mg of the titled compound as a white solid. Reactants: C1(CCCCC1)[C@@H]1N(CC[C@@H](C1)C1=CC(NO1)=O)C(=O)OC ((2R,4S)-Methyl 2-cyclohexyl-4-(3-oxo-2,3-dihydroisoxazol-5-yl)piperidine-1-carboxylate). The solvent is Br (HBr). Product: C1(CCCCC1)[C@@H]1NCC[C@@H](C1)C1=CC(NO1)=O (5-((2R,4S)-2-cyclohexylpiperidin-4-yl)isoxazol-3(2H)-one). The yield is 66.0%. Reaction SMILES: [CH:1]1([C@H:7]2[CH2:12][C@@H:11]([C:13]3[O:17][NH:16][C:15](=[O:18])[CH:14]=3)[CH2:10][CH2:9][N:8]2C(OC)=O)[CH2:6][CH2:5][CH2:4][CH2:3][CH2:2]1>Br>[CH:1]1([C@H:7]2[CH2:12][C@@H:11]([C:13]3[O:17][NH:16][C:15](=[O:18])[CH:14]=3)[CH2:10][CH2:9][NH:8]2)[CH2:2][CH2:3][CH2:4][CH2:5][CH2:6]1. Reported procedure: (2R,4S)-Methyl 2-cyclohexyl-4-(3-oxo-2,3-dihydroisoxazol-5-yl)piperidine-1-carboxylate (0.427 g, 1.38 mmol) was stirred in HBr (33% in AcOH) overnight (19 hours). Evaporation of solvents and the residue purified by preparative HPLC (Instrument: FractionLynx I, Mobilphase: gradient 5-95% MeCN in 0.2% NH3, pH 10, Column: Xbridge Prep C18 5 μm OBD 19*150 mm) to yield 5-((2R,4S)-2-cyclohexylpiperidin-4-yl)isoxazol-3(2H)-one (228 mg, 66%). 1H NMR (400 MHz, cd3od) δ 1.05-1.42 (m, 5H), 1.49-1.66 (m, 2H...